describe an organic reaction: reactants, conditions, products, and yield From a dataset of the Open Reaction Database (ORD), a public repository of structured organic reaction records. Starting materials: CCCN1Cc2cc(Oc3cccc(N)c3)ccc2N=C1NC(=O)OC(C)(C)C, Cc1cc(C)c(C=O)c(C)c1, CO. The product is CCCN1Cc2cc(Oc3cccc(NCc4c(C)cc(C)cc4C)c3)ccc2N=C1NC(=O)OC(C)(C)C. Reaction SMILES: [C:12]([CH3:13])([CH3:14])([CH3:15])[O:16][C:17]([NH:18][C:19]1=[N:20][c:21]2[cH:22][cH:23][c:24]([O:32][c:33]3[cH:34][c:35]([NH2:39])[cH:36][cH:37][cH:38]3)[cH:25][c:26]2[CH2:27][N:28]1[CH2:29][CH2:30][CH3:31])=[O:40].[CH3:1][c:2]1[c:3]([CH:4]=[O:5])[c:6]([CH3:11])[cH:7][c:8]([CH3:10])[cH:9]1.[CH3:41][OH:42]>>[CH3:1][c:2]1[c:3]([CH2:4][NH:39][c:35]2[cH:34][c:33]([O:32][c:24]3[cH:23][cH:22][c:21]4[c:26]([cH:25]3)[CH2:27][N:28]([CH2:29][CH2:30][CH3:31])[C:19]([NH:18][C:17]([O:16][C:12]([CH3:13])([CH3:14])[CH3:15])=[O:40])=[N:20]4)[cH:38][cH:37][cH:36]2)[c:6]([CH3:11])[cH:7][c:8]([CH3:10])[cH:9]1. Reactants: C[Si](C)(C)C[Mg]Cl (effective_coupling_partner), CCN(CC)C(=O)Oc1ccccc1OC(=O)N(CC)CC (substrate). Reaction conditions: temperature 25 celsius, time 16 hour. Product: CCN(CC)C(=O)Oc1ccccc1C[Si](C)(C)C. Reactants: C(C1=CC=CC=C1)N1CC2CNCC2C1 (2-Benzyloctahydropyrrolo[3,4-c]pyrrole), BrC1=CC=C(C=C1)F (1-bromo-4-fluorobenzene), CC(C)([O-])C.[Na+] (sodium tert-butoxide). The product is C(C1=CC=CC=C1)N1CC2CN(CC2C1)C1=CC=C(C=C1)F (2-Benzyl-5-(4-fluorophenyl)octahydropyrrolo[3,4-c]pyrrole). The yield is 71.0%. Reaction SMILES: [CH2:1]([N:8]1[CH2:15][CH:14]2[CH:10]([CH2:11][NH:12][CH2:13]2)[CH2:9]1)[C:2]1[CH:7]=[CH:6][CH:5]=[CH:4][CH:3]=1.Br[C:17]1[CH:22]=[CH:21][C:20]([F:23])=[CH:19][CH:18]=1.CC(C)([O-])C.[Na+]>>[CH2:1]([N:8]1[CH2:9][CH:10]2[CH:14]([CH2:13][N:12]([C:17]3[CH:22]=[CH:21][C:20]([F:23])=[CH:19][CH:18]=3)[CH2:11]2)[CH2:15]1)[C:2]1[CH:7]=[CH:6][CH:5]=[CH:4][CH:3]=1 |f:2.3|. Reported procedure: 2-Benzyloctahydropyrrolo[3,4-c]pyrrole (50.0 mg, 0.247 mmol), 1-bromo-4-fluorobenzene (33.0 μL, 0.303 mmol), and sodium tert-butoxide (144 mg, 1.50 mmol) were used to obtain the title compound (52.0 mg, yield 70%) by synthesis in a similar manner to Reference Synthesis Example 23. The product is C(CC)C1(CC1)C(=O)O (1-n-Propylcyclopropanecarboxylic acid). Run in [OH-].[Na+] (sodium hydroxide). Reported procedure: A stirred mixture of 21.0 g (0.11 mol) of tertbutyl 1-n-propylcyclopropanecarboxylate and 13.0 g (0.11 mol) of trifluoroacetic acid was refluxed for 3 hours and then added to 20 ml of dilute sodium hydroxide solution. After extraction of the byproducts with diethyl ether, the aqueous phase was acidified with dilute hydrochloric acid and again extracted with diethyl ether. This ether phase was then worked up in a conventional manner to obtain the product. Yield: 95%; colorless oil. RXN SMILES: [CH2:1]([C:4]1([C:7]([O:9]C(C)(C)C)=[O:8])[CH2:6][CH2:5]1)[CH2:2][CH3:3].FC(F)(F)C(O)=O>[OH-].[Na+]>[CH2:1]([C:4]1([C:7]([OH:9])=[O:8])[CH2:6][CH2:5]1)[CH2:2][CH3:3] |f:2.3|. The yield is 95.0%. Starting materials: C(CC)C1(CC1)C(=O)OC(C)(C)C (tertbutyl 1-n-propylcyclopropanecarboxylate), FC(C(=O)O)(F)F (trifluoroacetic acid). Reactants: CC1(C(NC(N1)=O)=O)C (5,5-dimethyl-hydantoin), C([O-])([O-])=O.[K+].[K+] (potassium carbonate), ClCCCCCCCl (1,6-dichlorohexane). Solvent: O (water). Run at time 25 minute. Product: ClCCCCCCN1C(NC(C1=O)(C)C)=O (3-(6-Chloro-n-hexyl)-5,5-dimethyl-hydantoin). Reaction SMILES: [CH3:1][C:2]1([CH3:9])[NH:6][C:5](=[O:7])[NH:4][C:3]1=[O:8].C(=O)([O-])[O-].[K+].[K+].[Cl:16][CH2:17][CH2:18][CH2:19][CH2:20][CH2:21][CH2:22]Cl>O>[Cl:16][CH2:17][CH2:18][CH2:19][CH2:20][CH2:21][CH2:22][N:4]1[C:3](=[O:8])[C:2]([CH3:9])([CH3:1])[NH:6][C:5]1=[O:7] |f:1.2.3|. Reported procedure: 128 g of 5,5-dimethyl-hydantoin (1.0 mol), 69 g of anhydrous potassium carbonate (0.5 mol) and 775 g of 1,6-dichlorohexane are reacted at 132°-150°C internal temperature (external temperature 160°C) and the resulting water of reaction is removed continuously by azeotropic circulatory distillation. After 6 hours 25 minutes, the reaction is complete and the reaction mixture is filtered hot to remove the potassium chloride formed. The filtrate is concentrated on a rotary evaporator and dried to con...